Task: describe an organic reaction: reactants, conditions, products, and yield. Dataset: the Open Reaction Database (ORD), a public repository of structured organic reaction records Reactants: ClC1=C(C=C(S1)C(=O)OC)[N+](=O)[O-] (methyl 5-chloro-4-nitrothiophene-2-carboxylate), ClC=1C(=NC(=C(C1[S-])Cl)C)C.[Na+] (sodium 3,5-dichloro-2,6-dimethylpyridine-4-thiolate). Yields the product ClC=1C(=NC(=C(C1SC1=C(C=C(S1)C(=O)OC)[N+](=O)[O-])Cl)C)C (Methyl 5-((3,5-dichloro-2,6-dimethylpyridin-4-yl)thio)-4-nitrothiophene-2-carboxylate), solid. The yield is 77.0%. As a reaction SMILES: Cl[C:2]1[S:6][C:5]([C:7]([O:9][CH3:10])=[O:8])=[CH:4][C:3]=1[N+:11]([O-:13])=[O:12].[Cl:14][C:15]1[C:16]([CH3:24])=[N:17][C:18]([CH3:23])=[C:19]([Cl:22])[C:20]=1[S-:21].[Na+]>>[Cl:14][C:15]1[C:16]([CH3:24])=[N:17][C:18]([CH3:23])=[C:19]([Cl:22])[C:20]=1[S:21][C:2]1[S:6][C:5]([C:7]([O:9][CH3:10])=[O:8])=[CH:4][C:3]=1[N+:11]([O-:13])=[O:12] |f:1.2|. Reported procedure: Prepared according to the procedure described for example 18 from methyl 5-chloro-4-nitrothiophene-2-carboxylate (300 mg, 1.36 mmol) and sodium 3,5-dichloro-2,6-dimethylpyridine-4-thiolate (282 mg, 1.36 mmol) from above. The titled product was obtained as a solid (380 mg, 77% yield). 1H NMR (400 MHz, d6-DMSO) δ: 8.27 (1H, s), 3.83 (3H, s), 2.07 (3H, s), 2.05 (3H, s). Starting materials: N#CBr (cyanogen bromide), FC(C=1C=C(C=CC1)NC1=C(C(=O)NN)C=CC=C1)(F)F (2-[(3-trifluoromethylphenyl)amino]benzoic acid hydrazide), C([O-])(O)=O.[Na+] (sodium bicarbonate). Run in O1CCOCC1 (dioxane), O (water). Run at time 5 minute. Yields the product FC(C=1C=C(C=CC1)NC1=C(C=CC=C1)C1=NN=C(O1)N)(F)F (5-[2-[[3-(trifluoromethyl)phenyl]amino]phenyl]-1,3,4-oxadiazol-2-amine). Isolated yield 68.7%. Reaction SMILES: [F:1][C:2]([F:21])([F:20])[C:3]1[CH:4]=[C:5]([NH:9][C:10]2[CH:19]=[CH:18][CH:17]=[CH:16][C:11]=2[C:12]([NH:14][NH2:15])=[O:13])[CH:6]=[CH:7][CH:8]=1.C(=O)(O)[O-].[Na+].[N:27]#[C:28]Br>O1CCOCC1.O>[F:1][C:2]([F:20])([F:21])[C:3]1[CH:4]=[C:5]([NH:9][C:10]2[CH:19]=[CH:18][CH:17]=[CH:16][C:11]=2[C:12]2[O:13][C:28]([NH2:27])=[N:15][N:14]=2)[CH:6]=[CH:7][CH:8]=1 |f:1.2|. Procedure details: To a room temperature solution of 2-[(3-trifluoromethylphenyl)amino]benzoic acid hydrazide (532.7 mg, 1.81 mmoles) in 5 ml of dioxane is added sodium bicarbonate (155.0 mg, 1.84 mmoles) in 5 ml of water. After stirring at room temperature for five minutes, cyanogen bromide (192.0 mg, 1.81 mmoles) is added, and stirring is continued for 2.5 hours. The tan precipitate is removed by filtration and washed with 10 ml of 50% aqueous dioxane. Drying in vacuo provides 398.0 mg (69%) of 5-[2-[[3-(trifluo... The reactants are BrC=1C=C2C(=C(C=NC2=CC1)C(C)=O)NC1CCC(CC1)N(CC)CC (1-{6-bromo-4-[4-(diethylamino)cyclohexylamino]quinolin-3-yl}ethanone), ClC1=C(C(=CC(=C1)B1OC(C(O1)(C)C)(C)C)OC)O (2-chloro-6-methoxy-4-(4,4,5,5-tetramethyl-1,3,2-dioxaborolan-2-yl)phenol). RXN SMILES: Br[C:2]1[CH:3]=[C:4]2[C:9](=[CH:10][CH:11]=1)[N:8]=[CH:7][C:6]([C:12](=[O:14])[CH3:13])=[C:5]2[NH:15][CH:16]1[CH2:21][CH2:20][CH:19]([N:22]([CH2:25][CH3:26])[CH2:23][CH3:24])[CH2:18][CH2:17]1.[Cl:27][C:28]1[CH:33]=[C:32](B2OC(C)(C)C(C)(C)O2)[CH:31]=[C:30]([O:43][CH3:44])[C:29]=1[OH:45]>>[Cl:27][C:28]1[CH:33]=[C:32]([C:2]2[CH:3]=[C:4]3[C:9](=[CH:10][CH:11]=2)[N:8]=[CH:7][C:6]([C:12](=[O:14])[CH3:13])=[C:5]3[NH:15][CH:16]2[CH2:21][CH2:20][CH:19]([N:22]([CH2:23][CH3:24])[CH2:25][CH3:26])[CH2:18][CH2:17]2)[CH:31]=[C:30]([O:43][CH3:44])[C:29]=1[OH:45]. Isolated yield 43.3%. Procedure details: Following general procedure D, 1-{6-bromo-4-[4-(diethylamino)cyclohexylamino]quinolin-3-yl}ethanone (42 mg, 0.100 mmol) was reacted with 2-chloro-6-methoxy-4-(4,4,5,5-tetramethyl-1,3,2-dioxaborolan-2-yl)phenol (57 mg, 0.200 mmol) to afford the desired product (21.5 mg, 43%) as an orange solid: 1H NMR (500 MHz, CD3OD) δ 8.93 (s, 1H), 8.32 (d, J=1.8 Hz, 1H), 8.03 (dd, J=8.7, 1.9 Hz, 1H), 7.90 (d, J=8.7 Hz, 1H), 7.29 (d, J=2.1 Hz, 1H), 7.22 (d, J=2.1 Hz, 1H), 4.26 (s, 1H), 3.99 (s, 3H), 3.08 (q, J=... Product: ClC=1C=C(C=C(C1O)OC)C=1C=C2C(=C(C=NC2=CC1)C(C)=O)NC1CCC(CC1)N(CC)CC (1-{6-(3-Chloro-4-hydroxy-5-methoxyphenyl)-4-[4-(diethylamino)cyclohexylamino]quinolin-3-yl}ethanone).